From a dataset of the Open Reaction Database (ORD), a public repository of structured organic reaction records. describe an organic reaction: reactants, conditions, products, and yield Starting materials: FC(C=1C=C(C=CC1)C1OC(CN1)CC)(F)F (2-(m-trifluoromethylphenyl)-5-ethyl-1,3-oxazolidine), [OH-].[Na+] (NaOH), N1=CC=CC=C1 (pyridine), FC(C(CC(=O)Cl)C)(F)F (3-trifluoromethylbutyroyl chloride). Run in C(Cl)Cl (methylene chloride), O (water), C(Cl)Cl (methylene chloride). Conditions: time 8 hour. Yields the product FC(C=1C=C(C=CC1)C1OC(CN1C(CC(C)C(F)(F)F)=O)CC)(F)F (2-(m-Trifluoromethylphenyl)-3-(3-trifluoromethylbutyroyl)-5-ethyl-1,3-oxazolidine). Reaction SMILES: [F:1][C:2]([F:17])([F:16])[C:3]1[CH:4]=[C:5]([CH:9]2[NH:13][CH2:12][CH:11]([CH2:14][CH3:15])[O:10]2)[CH:6]=[CH:7][CH:8]=1.N1C=CC=CC=1.[F:24][C:25]([F:33])([F:32])[CH:26]([CH3:31])[CH2:27][C:28](Cl)=[O:29].[OH-].[Na+]>C(Cl)Cl.O>[F:17][C:2]([F:1])([F:16])[C:3]1[CH:4]=[C:5]([CH:9]2[N:13]([C:28](=[O:29])[CH2:27][CH:26]([C:25]([F:33])([F:32])[F:24])[CH3:31])[CH2:12][CH:11]([CH2:14][CH3:15])[O:10]2)[CH:6]=[CH:7][CH:8]=1 |f:3.4|. Reported procedure: Three and eight-tenths grams of 2-(m-trifluoromethylphenyl)-5-ethyl-1,3-oxazolidine was combined with 1.3 g of pyridine in 25 ml of methylene chloride and 2.7 g of 3-trifluoromethylbutyroyl chloride in 10 ml of methylene chloride was added dropwise with stirring. The mixture was allowed to stand overnight and was stand overnight and was worked up with 50 ml of 5% NaOH and 200 ml of water. The mixture was dried and stripped under vacuum on the rotary evaporator. The structure was confirmed by NMR...